Dataset: the Open Reaction Database (ORD), a public repository of structured organic reaction records. Task: describe an organic reaction: reactants, conditions, products, and yield Starting materials: Cc1ccccc1, CN(C)C=O, Cl, COc1cc2c(cc1OC)C(O)(Cc1ccccc1F)CN(C)C2, [H-], [Na+]. Yields the product Cl, COc1cc2c(cc1OC)C1(Cc3ccccc3O1)CN(C)C2. As a reaction SMILES: [CH3:28][c:29]1[cH:30][cH:31][cH:32][cH:33][cH:34]1.[CH3:35][N:36]([CH3:37])[CH:38]=[O:39].[ClH:27].[F:1][c:2]1[c:3]([CH2:4][C:5]2([OH:20])[CH2:6][N:7]([CH3:19])[CH2:8][c:9]3[cH:10][c:11]([O:17][CH3:18])[c:12]([O:15][CH3:16])[cH:13][c:14]32)[cH:21][cH:22][cH:23][cH:24]1.[H-:25].[Na+:26]>>[ClH:27].[c:2]12[c:3]([cH:21][cH:22][cH:23][cH:24]1)[CH2:4][C:5]1([CH2:6][N:7]([CH3:19])[CH2:8][c:9]3[cH:10][c:11]([O:17][CH3:18])[c:12]([O:15][CH3:16])[cH:13][c:14]31)[O:20]2.